This data is from the Open Reaction Database (ORD), a public repository of structured organic reaction records. The task is: describe an organic reaction: reactants, conditions, products, and yield Starting materials: C1(=CC=CC=C1)N1N=CC=2C(=CC=CC12)NCC1(OC1)C(F)(F)F (1-phenyl-N-{[2-(trifluoromethyl)-2-oxiranyl]methyl}-1H-indazol-4-amine), C(C)N (ethylamine). The solvent is O1CCCC1 (tetrahydrofuran). Reaction conditions: time 72 hour. Yields the product C(C)NCC(C(F)(F)F)(O)CNC1=C2C=NN(C2=CC=C1)C1=CC=CC=C1 (3-(Ethylamino)-1,1,1-trifluoro-2-{[(1-phenyl-1H-indazol-4-yl)amino]methyl}-2-propanol). RXN SMILES: [C:1]1([N:7]2[C:15]3[CH:14]=[CH:13][CH:12]=[C:11]([NH:16][CH2:17][C:18]4([C:21]([F:24])([F:23])[F:22])[CH2:20][O:19]4)[C:10]=3[CH:9]=[N:8]2)[CH:6]=[CH:5][CH:4]=[CH:3][CH:2]=1.[CH2:25]([NH2:27])[CH3:26]>O1CCCC1>[CH2:25]([NH:27][CH2:20][C:18]([CH2:17][NH:16][C:11]1[CH:12]=[CH:13][CH:14]=[C:15]2[C:10]=1[CH:9]=[N:8][N:7]2[C:1]1[CH:6]=[CH:5][CH:4]=[CH:3][CH:2]=1)([OH:19])[C:21]([F:24])([F:23])[F:22])[CH3:26]. Procedure details: To a solution of 1-phenyl-N-{[2-(trifluoromethyl)-2-oxiranyl]methyl}-1H-indazol-4-amine (1.235 g, 3.7 mmol) in anhydrous tetrahydrofuran (5 ml) was added ethylamine (2M in tetrahydrofuran) (10 ml, 20 mmol). The reaction was stirred at room temperature for approximately 72 hours and then evaporated in vacuo to give the title compound.